From a dataset of the Open Reaction Database (ORD), a public repository of structured organic reaction records. describe an organic reaction: reactants, conditions, products, and yield Starting materials: C1(CCCCC1)P(C1=C(C=CC=C1)C1=C(C=C(C=C1C(C)C)C(C)C)C(C)C)C1CCCCC1 (dicyclohexyl(2′,4′,6′-triisopropylbiphenyl-2-yl)phosphine), CC(C)([O-])C.[Na+] (sodium tert-butoxide), O1CCN(CC1)C=1C=C(C=NC1)N (5-morpholinopyridin-3-amine), ClC1=C(C(=NC2=CC(=CC(=C12)F)F)C=1C=NC(=CC1)OCC)C (4-chloro-2-(6-ethoxypyridin-3-yl)-5,7-difluoro-3-methylquinoline). The reagents and catalysts are C=1C=CC(=CC1)/C=C/C(=O)/C=C/C2=CC=CC=C2.C=1C=CC(=CC1)/C=C/C(=O)/C=C/C2=CC=CC=C2.C=1C=CC(=CC1)/C=C/C(=O)/C=C/C2=CC=CC=C2.[Pd].[Pd] (Pd2dba3). Run in C1(=CC=CC=C1)C (toluene). The product is C(C)OC1=CC=C(C=N1)C1=NC2=CC(=CC(=C2C(=C1C)NC=1C=NC=C(C1)N1CCOCC1)F)F (2-(6-ethoxypyridin-3-yl)-5,7-difluoro-3-methyl-N-(5-morpholinopyridin-3-yl)quinolin-4-amine). As a reaction SMILES: C1(P(C2CCCCC2)C2C=CC=CC=2C2C(C(C)C)=CC(C(C)C)=CC=2C(C)C)CCCCC1.[O:35]1[CH2:40][CH2:39][N:38]([C:41]2[CH:42]=[C:43]([NH2:47])[CH:44]=[N:45][CH:46]=2)[CH2:37][CH2:36]1.Cl[C:49]1[C:58]2[C:53](=[CH:54][C:55]([F:60])=[CH:56][C:57]=2[F:59])[N:52]=[C:51]([C:61]2[CH:62]=[N:63][C:64]([O:67][CH2:68][CH3:69])=[CH:65][CH:66]=2)[C:50]=1[CH3:70].CC(C)([O-])C.[Na+]>C1(C)C=CC=CC=1.C1C=CC(/C=C/C(/C=C/C2C=CC=CC=2)=O)=CC=1.C1C=CC(/C=C/C(/C=C/C2C=CC=CC=2)=O)=CC=1.C1C=CC(/C=C/C(/C=C/C2C=CC=CC=2)=O)=CC=1.[Pd].[Pd]>[CH2:68]([O:67][C:64]1[N:63]=[CH:62][C:61]([C:51]2[C:50]([CH3:70])=[C:49]([NH:47][C:43]3[CH:44]=[N:45][CH:46]=[C:41]([N:38]4[CH2:39][CH2:40][O:35][CH2:36][CH2:37]4)[CH:42]=3)[C:58]3[C:53](=[CH:54][C:55]([F:60])=[CH:56][C:57]=3[F:59])[N:52]=2)=[CH:66][CH:65]=1)[CH3:69] |f:3.4,6.7.8.9.10|. Procedure details: The Buchwald coupled product was prepared according to Procedure H using dicyclohexyl(2′,4′,6′-triisopropylbiphenyl-2-yl)phosphine (0.023 g, 0.048 mmol), 5-morpholinopyridin-3-amine (0.064 g, 0.36 mmol), 4-chloro-2-(6-ethoxypyridin-3-yl)-5,7-difluoro-3-methylquinoline (0.1 g, 0.30 mmol), Pd2dba3 (0.011 g, 0.012 mmol) and sodium tert-butoxide (0.072 g, 0.75 mmol) in toluene (3.0 mL) at 100° C. for 43 h. The crude product was purified by column chromatography on silica gel (0 to 100% DCM/MeOH/ammo... Reactants: ClC1=NC(=NC(=C1C1=CC=NC=C1)C=1OC=CC1)N (4-chloro-6-(2-furyl)-5-(4-pyridyl)-2-pyrimidinylamine). Solvent: C(CC)O (1-propanol). Yields the product O1C(=CC=C1)C1=NC(=NC(=C1C1=CC=NC=C1)OCCC)N (4-(2-Furyl)-6-propoxy-5-(4-pyridyl)-2-pyrimidinylamine). As a reaction SMILES: Cl[C:2]1[C:7]([C:8]2[CH:13]=[CH:12][N:11]=[CH:10][CH:9]=2)=[C:6]([C:14]2[O:15][CH:16]=[CH:17][CH:18]=2)[N:5]=[C:4]([NH2:19])[N:3]=1>C(O)CC>[O:15]1[CH:16]=[CH:17][CH:18]=[C:14]1[C:6]1[C:7]([C:8]2[CH:13]=[CH:12][N:11]=[CH:10][CH:9]=2)=[C:2]([O:15][CH2:14][CH2:6][CH3:7])[N:3]=[C:4]([NH2:19])[N:5]=1. Procedure: The title compound was synthesized in a similar manner to Example 3 using 4-chloro-6-(2-furyl)-5-(4-pyridyl)-2-pyrimidinylamine and 1-propanol.